This data is from the Open Reaction Database (ORD), a public repository of structured organic reaction records. The task is: describe an organic reaction: reactants, conditions, products, and yield The reactants are ClCC1=CC=C(C=C1)NC(C)=O (N-(4-chloromethylphenyl)-acetamide), N1C=C(C2=CC=CC=C12)C(=O)OC (methyl indole 3-carboxylate), NC=1SC=CN1 (2-aminothiazole), N1C=CC2=CC=CC=C12 (Indole). Product: S1C(=NC=C1)NC(=O)C1=CN(C2=CC=CC=C12)CC1=CC=C(C=C1)NC(C)=O (1-(4-Acetylamino-benzyl)-1H-indole-3-carboxylic acid thiazol-2-ylamide). As a reaction SMILES: Cl[CH2:2][C:3]1[CH:8]=[CH:7][C:6]([NH:9][C:10](=[O:12])[CH3:11])=[CH:5][CH:4]=1.[NH2:13][C:14]1[S:15][CH:16]=[CH:17][N:18]=1.N1C2C(=CC=CC=2)C=C1.[NH:28]1[C:36]2[C:31](=[CH:32][CH:33]=[CH:34][CH:35]=2)[C:30]([C:37](OC)=[O:38])=[CH:29]1>>[S:15]1[CH:16]=[CH:17][N:18]=[C:14]1[NH:13][C:37]([C:30]1[C:31]2[C:36](=[CH:35][CH:34]=[CH:33][CH:32]=2)[N:28]([CH2:2][C:3]2[CH:8]=[CH:7][C:6]([NH:9][C:10](=[O:12])[CH3:11])=[CH:5][CH:4]=2)[CH:29]=1)=[O:38]. Procedure details: R5X=N-(4-chloromethylphenyl)-acetamide; NH2A=2-aminothiazole; Indole starting material=methyl indole 3-carboxylate Starting materials: O=C1CC(CCC1)NC(OC(C)(C)C)=O (tert-butyl 3-oxocyclohexylcarbamate), C(C1=CC=CC=C1)N (benzylamine). The solvent is C1(=CC=CC=C1)C (toluene). Reaction conditions: time 8 hour. The product is C(C1=CC=CC=C1)N=C1CC(CCC1)NC(OC(C)(C)C)=O (tert-butyl 3-(benzylimino)cyclohexylcarbamate). RXN SMILES: O=[C:2]1[CH2:7][CH2:6][CH2:5][CH:4]([NH:8][C:9](=[O:15])[O:10][C:11]([CH3:14])([CH3:13])[CH3:12])[CH2:3]1.[CH2:16]([NH2:23])[C:17]1[CH:22]=[CH:21][CH:20]=[CH:19][CH:18]=1>C1(C)C=CC=CC=1>[CH2:16]([N:23]=[C:2]1[CH2:7][CH2:6][CH2:5][CH:4]([NH:8][C:9](=[O:15])[O:10][C:11]([CH3:14])([CH3:13])[CH3:12])[CH2:3]1)[C:17]1[CH:22]=[CH:21][CH:20]=[CH:19][CH:18]=1. Procedure details: A reaction mixture of tert-butyl 3-oxocyclohexylcarbamate (4 mmol, 852 mg) and benzylamine (4 mmol, 436 μL) in refluxing toluene (25 mL) in a Dean-Stark apparatus was stirred for overnight. The product, tert-butyl 3-(benzylimino)cyclohexylcarbamate, was obtained after evaporation of solvent. The reactants are C(C1=CC=CC=C1)OCCN (benzyloxyethylamine), C(=O)(OC(C)(C)C)NCC(=O)O (BOC-glycine), C1=CC=C2C(=C1)N=NN2O.O (HOBT hydrate), C1CCC(CC1)N=C=NC2CCCCC2 (DCC). Solvent: CCOC(=O)C (EtOAc), CCOC(=O)C (EtOAc). Reaction conditions: time 30 minute. Product: C(=O)(OC(C)(C)C)N(C(CN)=O)CCOCC1=CC=CC=C1 (N-BOC-N-[2-(phenylmethoxy)ethyl]glycinamide). Yield: 86.8%. As a reaction SMILES: [C:1]([NH:8][CH2:9][C:10]([OH:12])=O)([O:3][C:4]([CH3:7])([CH3:6])[CH3:5])=[O:2].[CH:13]1[CH:18]=[C:17]2N=NN(O)[C:16]2=[CH:15][CH:14]=1.O.[CH2:24]1CCC(N=C=NC2CCCCC2)CC1.C([O:46][CH2:47][CH2:48][NH2:49])C1C=CC=CC=1>CCOC(C)=O>[C:1]([N:8]([CH2:9][CH2:10][O:12][CH2:24][C:17]1[CH:16]=[CH:15][CH:14]=[CH:13][CH:18]=1)[C:47](=[O:46])[CH2:48][NH2:49])([O:3][C:4]([CH3:5])([CH3:6])[CH3:7])=[O:2] |f:1.2|. Procedure details: To a solution of BOC-glycine (0.47 g, 2.69 mmol) in EtOAc (10 mL) was added HOBT hydrate (0.49 g, 3.22 mmol) followed by DCC (0.66 g, 3.22 mmol). After 30 minutes, a solution of benzyloxyethylamine (0.41 g, 2.69 mmol) in EtOAc (5 mL) was added and the mixture was stirred overnight at room temperature. The mixture was filtered, and the filtrate was diluted with EtOAc, washed with saturated aqueous NaHCO3, brine, dried over MgSO4, and concentrated. Flash chromatography (EtOAc) gave 0.72 g (87%) of... The reactants are BrC=1C=NC=C(C1)F (3-bromo-5-fluoro-pyridine), ClC(C(Cl)(Cl)Cl)(Cl)Cl (1,1,1,2,2,2-hexachloroethane), C(C)(C)NC(C)C (diisopropylamine), C(CCC)[Li] (Butyllithium), Cl (HCl). The solvent is O1CCCC1 (tetrahydrofuran), O1CCCC1 (tetrahydrofuran), O (water), O1CCCC1 (tetrahydrofuran), CC(C)(C)OC (MTBE). Reaction conditions: temperature 4 celsius, time 90 minute. Yields the product Cl.BrC=1C=NC=C(C1Cl)F (3-bromo-4-chloro-5-fluoropyridine hydrochloride). Isolated yield 69.4%. Reaction SMILES: C(NC(C)C)(C)C.C([Li])CCC.[Br:13][C:14]1[CH:15]=[N:16][CH:17]=[C:18]([F:20])[CH:19]=1.[Cl:21]C(Cl)(Cl)C(Cl)(Cl)Cl.[ClH:29]>O1CCCC1.CC(OC)(C)C.O>[ClH:21].[Br:13][C:14]1[CH:15]=[N:16][CH:17]=[C:18]([F:20])[C:19]=1[Cl:29] |f:8.9|. Procedure details: A solution of diisopropylamine (101.2 g, 140.2 mL, 1.000 mol) in tetrahydrofuran (1.148 L) was cooled to between −25° C. and −20° C. Butyllithium (2.5M in hexanes) (400 mL of 2.5 M, 1.000 mol) was added at such a rate as to maintain the reaction temperature below −20° C. (addition 20 minutes). The mixture was then allowed to warm to 4° C. over 1 hour, then re-cooled to −78° C. 3-bromo-5-fluoro-pyridine (153.0 g, 869.6 mmol) in tetrahydrofuran (382.5 mL) was added over 40 minutes. The mixture was... Reactants: N1C(CCC1C(=O)O)=O (2-pyrrolidone-5-carboxylic acid), CN(C)CCCN (dimethylaminopropylamine). Run at temperature 165 celsius. Product: CN(CCCNC(=O)C1NC(CC1)=O)C (N-[3-(Dimethylamino)propyl]-5-oxo-2-pyrrolidinecarboxamide). Reaction SMILES: [NH:1]1[CH:5]([C:6]([OH:8])=O)[CH2:4][CH2:3][C:2]1=[O:9].[CH3:10][N:11]([CH2:13][CH2:14][CH2:15][NH2:16])[CH3:12]>>[CH3:10][N:11]([CH3:12])[CH2:13][CH2:14][CH2:15][NH:16][C:6]([CH:5]1[CH2:4][CH2:3][C:2](=[O:9])[NH:1]1)=[O:8]. Procedure details: 129 Grams of 2-pyrrolidone-5-carboxylic acid were slowly added to 133 g of dimethylaminopropylamine with mixing. This mixture was then stirred and heated for 8-10 hours at 165° C. The excess amine was then distilled off leaving the title product in the form of an amber colored watersoluble solid. Reaction SMILES: [CH3:12][CH:13]([CH2:14][CH2:15][OH:16])[CH3:17].[CH3:20][N:21]([CH3:22])[CH:23]=[O:24].[K+:19].[N+:1](=[O:2])([O-:3])[c:4]1[cH:5][c:6]([CH2:7][Cl:8])[cH:9][cH:10][cH:11]1.[OH-:18]>>[N+:1](=[O:2])([O-:3])[c:4]1[cH:5][c:6]([CH2:7][O:16][CH2:15][CH2:14][CH:13]([CH3:12])[CH3:17])[cH:9][cH:10][cH:11]1. The reactants are CC(C)CCO, CN(C)C=O, [K+], O=[N+]([O-])c1cccc(CCl)c1, [OH-]. Yields the product CC(C)CCOCc1cccc([N+](=O)[O-])c1. Reactants: Oc1cccnc1Br, C[O-], CI, CS(C)=O, CO, [Na+]. The product is COc1cccnc1Br. RXN SMILES: [Br:1][c:2]1[n:3][cH:4][cH:5][cH:6][c:7]1[OH:8].[CH3:11][O-:12].[CH3:14][I:15].[CH3:16][S:17]([CH3:18])=[O:19].[CH3:9][OH:10].[Na+:13]>>[Br:1][c:2]1[n:3][cH:4][cH:5][cH:6][c:7]1[O:8][CH3:9]. Starting materials: BrCc1ccc(-c2ncon2)cc1, O=C([O-])[O-], CN(C)C=O, O=S(=O)(NC1CCCCC1CO)c1ccc(Cl)cc1, [Cs+], [Cs+]. Yields the product O=S(=O)(c1ccc(Cl)cc1)N(Cc1ccc(-c2ncon2)cc1)C1CCCCC1CO. As a reaction SMILES: [Br:26][CH2:27][c:28]1[cH:29][cH:30][c:31](-[c:34]2[n:35][o:36][cH:37][n:38]2)[cH:32][cH:33]1.[C:20](=[O:21])([O-:22])[O-:23].[CH3:39][N:40]([CH3:41])[CH:42]=[O:43].[Cl:1][c:2]1[cH:3][cH:4][c:5]([S:8](=[O:9])(=[O:10])[NH:11][CH:12]2[CH:13]([CH2:18][OH:19])[CH2:14][CH2:15][CH2:16][CH2:17]2)[cH:6][cH:7]1.[Cs+:24].[Cs+:25]>>[Cl:1][c:2]1[cH:3][cH:4][c:5]([S:8](=[O:9])(=[O:10])[N:11]([CH:12]2[CH:13]([CH2:18][OH:19])[CH2:14][CH2:15][CH2:16][CH2:17]2)[CH2:27][c:28]2[cH:29][cH:30][c:31](-[c:34]3[n:35][o:36][cH:37][n:38]3)[cH:32][cH:33]2)[cH:6][cH:7]1.